From a dataset of the Open Reaction Database (ORD), a public repository of structured organic reaction records. describe an organic reaction: reactants, conditions, products, and yield Starting materials: [Si](C)(C)(C(C)(C)C)OC1C/C(/C2=CC(=CC=C12)F)=C\C(=O)N ((E)-2-(3-((tert-butyldimethylsilyl)oxy)-6-fluoro-1-indanylidene) acetamide), C1(=CC=C(C=C1)S(=O)(=O)[O-])C.[NH+]1=CC=CC=C1 (pyridinium p-toluenesulfonate). Run in C(C)O (ethanol). Product: FC1=CC=C2C(C/C(/C2=C1)=C\C(=O)N)O ((E)-2-(6-fluoro-3-hydroxy-1-indanylidene)acetamide). The yield is 62.1%. As a reaction SMILES: [Si]([O:8][CH:9]1[C:17]2[C:12](=[CH:13][C:14]([F:18])=[CH:15][CH:16]=2)/[C:11](=[CH:19]/[C:20]([NH2:22])=[O:21])/[CH2:10]1)(C(C)(C)C)(C)C.C1(C)C=CC(S([O-])(=O)=O)=CC=1.[NH+]1C=CC=CC=1>C(O)C>[F:18][C:14]1[CH:13]=[C:12]2[C:17]([CH:9]([OH:8])[CH2:10]/[C:11]/2=[CH:19]\[C:20]([NH2:22])=[O:21])=[CH:16][CH:15]=1 |f:1.2|. Procedure details: A solution of (E)-2-(3-((tert-butyldimethylsilyl)oxy)-6-fluoro-1-indanylidene) acetamide (1.80 g, 5.6 mmoles) and pyridinium p-toluenesulfonate (0.85 g, 3.4 mmoles, Aldrich) in ethanol (65 mL) was heated at 55°-68° C. for 3.5 hours under a nitrogen atmosphere and evaporated in vacuo. The residue was dissolved in ethyl acetate (150 mL) and washed successively with water (2×150 mL) and brine (150 mL), dried over magnesium sulfate, filtered and evaporated in vacuo. The residue was chromatographed o... The reactants are CC(C)(C)OC(=O)N1CCC(=O)CC1, CC(=O)O[BH-](OC(C)=O)OC(C)=O, ClCCCl, Nc1cccc(NC(=O)c2ccc(F)cc2)n1, [Na+]. The product is CC(C)(C)OC(=O)N1CCC(Nc2cccc(NC(=O)c3ccc(F)cc3)n2)CC1. RXN SMILES: [C:18](=[O:19])([O:20][C:21]([CH3:22])([CH3:23])[CH3:24])[N:25]1[CH2:26][CH2:27][C:28](=[O:31])[CH2:29][CH2:30]1.[C:32]([O:33][BH-:34]([O:35][C:36](=[O:37])[CH3:38])[O:39][C:40](=[O:41])[CH3:42])(=[O:43])[CH3:44].[Cl:46][CH2:47][CH2:48][Cl:49].[NH2:1][c:2]1[cH:3][cH:4][cH:5][c:6]([NH:8][C:9]([c:10]2[cH:11][cH:12][c:13]([F:16])[cH:14][cH:15]2)=[O:17])[n:7]1.[Na+:45]>>[NH:1]([c:2]1[cH:3][cH:4][cH:5][c:6]([NH:8][C:9]([c:10]2[cH:11][cH:12][c:13]([F:16])[cH:14][cH:15]2)=[O:17])[n:7]1)[CH:28]1[CH2:27][CH2:26][N:25]([C:18](=[O:19])[O:20][C:21]([CH3:22])([CH3:23])[CH3:24])[CH2:30][CH2:29]1. Reactants: CS(=O)(=O)C=1C=C(C=CC1)C1=CC=CC=2N1N=C(N2)N (5-(3-methanesulfonyl-phenyl)-[1,2,4]triazolo[1,5-a]pyridin-2-ylamine), BrC1=CC=C(C=C1)N1CCOCC1 (4-(4-bromo-phenyl)-morpholine). The product is CS(=O)(=O)C=1C=C(C=CC1)C1=CC=CC=2N1N=C(N2)NC2=CC=C(C=C2)N2CCOCC2 ([5-(3-methanesulfonyl-phenyl)-[1,2,4]triazolo[1,5-a]pyridin-2-yl]-(4-morpholin-4-yl-phenyl)-amine). Isolated yield 25.2%. Reaction SMILES: [CH3:1][S:2]([C:5]1[CH:6]=[C:7]([C:11]2[N:16]3[N:17]=[C:18]([NH2:20])[N:19]=[C:15]3[CH:14]=[CH:13][CH:12]=2)[CH:8]=[CH:9][CH:10]=1)(=[O:4])=[O:3].Br[C:22]1[CH:27]=[CH:26][C:25]([N:28]2[CH2:33][CH2:32][O:31][CH2:30][CH2:29]2)=[CH:24][CH:23]=1>>[CH3:1][S:2]([C:5]1[CH:6]=[C:7]([C:11]2[N:16]3[N:17]=[C:18]([NH:20][C:22]4[CH:23]=[CH:24][C:25]([N:28]5[CH2:29][CH2:30][O:31][CH2:32][CH2:33]5)=[CH:26][CH:27]=4)[N:19]=[C:15]3[CH:14]=[CH:13][CH:12]=2)[CH:8]=[CH:9][CH:10]=1)(=[O:3])=[O:4]. Reported procedure: [5-(3-Methanesulfonyl-phenyl)-[1,2,4]triazolo[1,5-a]pyridin-2-yl]-(4-morpholin-4-yl-phenyl)-amine was prepared from 5-(3-methanesulfonyl-phenyl)-[1,2,4]triazolo[1,5-a]pyridin-2-ylamine (137 mg, 0.475 mmol) and 4-(4-bromo-phenyl)-morpholine (138 mg, 0.57 mmol) in a manner analogous to Example 77 to yield [5-(3-methanesulfonyl-phenyl)-[1,2,4]triazolo[1,5-a]pyridin-2-yl]-(4-morpholin-4-yl-phenyl)-amine (53.8 mg, 24%) as a yellow powder following purification on a 40 g Isco silica gel column using 0... Starting materials: Br (Hydrobromic acid), S(O)(O)(=O)=O (sulphuric acid), CN(C=1C=C2C(=CC=NC2=CC1)NCCO)C (6-dimethylamino-4-(β-hydroxyethylamino)quinoline), C(=O)(O)[O-].[Na+] (NaHCO3). Solvent: O (water), O (water). Run at temperature 165 celsius. Product: CN(C=1C=C2C(=CC=NC2=CC1)NCCBr)C (6-dimethylamino-4-(β-bromoethylamino)quinoline). Yield: 57.0%. RXN SMILES: [BrH:1].S(=O)(=O)(O)O.[CH3:7][N:8]([CH3:23])[C:9]1[CH:10]=[C:11]2[C:16](=[CH:17][CH:18]=1)[N:15]=[CH:14][CH:13]=[C:12]2[NH:19][CH2:20][CH2:21]O.C([O-])(O)=O.[Na+]>O>[CH3:7][N:8]([CH3:23])[C:9]1[CH:10]=[C:11]2[C:16](=[CH:17][CH:18]=1)[N:15]=[CH:14][CH:13]=[C:12]2[NH:19][CH2:20][CH2:21][Br:1] |f:3.4|. Procedure details: Hydrobromic acid (6.6 ml, 122 mmol) and then sulphuric acid (2.2 ml, 41.4 mmol) are added dropwise to the 6-dimethylamino-4-(β-hydroxyethylamino)quinoline 13 (4.56 g, 19.7 mmol), the reaction medium being refrigerated using a bath of cold water. The reaction medium is then heated at 165° C. for 3 h 30 min and then poured into 71 ml of cold water. The pH is then adjusted by adding NaHCO3 (pH approximately 9) and the medium is then extracted at the reflux of toluene (71 ml) for 15 min. The organic... Starting materials: [Cl-].[Li+] (lithium chloride), [OH-].[K+] (potassium hydroxide), Cl (hydrochloric acid), C1=CC2=C(C=C1C=O)OCO2 (piperonal), C(Br)(Br)Br (bromoform), O1CCOCC1 (dioxane). The reagents and catalysts are [Cl-].C(CCCCCCC)[N+](C)(CCCCCCCC)CCCCCCCC (trioctylmethylammonium chloride). Solvent: ice water. Run at time 24 hour. Yields the product C1OC=2C=C(C(C(=O)O)O)C=CC2O1 (3,4-(methylenedioxy)mandelic acid). Isolated yield 57.0%. As a reaction SMILES: [Cl-].[Li+].[OH-:3].[K+].[CH:5]1[C:10]([CH:11]=[O:12])=[CH:9][C:8]2[O:13][CH2:14][O:15][C:7]=2[CH:6]=1.C(Br)(Br)Br.Cl.[O:21]1[CH2:26]COCC1>[Cl-].C([N+](CCCCCCCC)(CCCCCCCC)C)CCCCCCC>[CH2:14]1[O:15][C:7]2[CH:6]=[CH:5][C:10]([CH:11]([OH:12])[C:26]([OH:21])=[O:3])=[CH:9][C:8]=2[O:13]1 |f:0.1,2.3,8.9|. Procedure: 42.4g (1 mol) of lithium chloride and 140.3 g (2.5 mol) of potassium hydroxide were dissolved in 500 ml of ice water, and then, 10 g of a 90% trioctylmethylammonium chloride aqueous solution was added thereto. A solution prepared by dissolving 75 g (0.5 mol) of piperonal and bromoform (containing 13 v/v % ethanol, about 0.63 mol) in 500 ml of dioxane was dropwise added to the solution at a temperature of at most 5° C., and then, the mixture was stirred at the same temperature for 24 hours. The r...